Dataset: the Open Reaction Database (ORD), a public repository of structured organic reaction records. Task: describe an organic reaction: reactants, conditions, products, and yield Reactants: ClS(=O)(=O)O (chlorosulfonic acid), ClC=1C=C2CCCN(C2=CC1)[C@@H](C(=O)N1CCN(CC1)C1=CC=CC=C1)C ((R)-2-(6-chloro-3,4-dihydroquinolin-1(2H)-yl)-1-(4-phenylpiperazin-1-yl)propan-1-one), resultant solution. Run in ice water. Product: ClC=1C=C2CCCN(C2=CC1)[C@@H](C(=O)N1CCN(CC1)C1=CC=C(C=C1)S(=O)(=O)Cl)C (4-(4-((R)-2-(6-chloro-3,4-dihydroquinolin-1(2H)-yl)propanoyl)piperazin-1-yl)benzene-1-sulfonyl chloride). Isolated yield 10.0%. As a reaction SMILES: [Cl:1][S:2]([OH:5])(=O)=[O:3].[Cl:6][C:7]1[CH:8]=[C:9]2[C:14](=[CH:15][CH:16]=1)[N:13]([C@H:17]([CH3:32])[C:18]([N:20]1[CH2:25][CH2:24][N:23]([C:26]3[CH:31]=[CH:30][CH:29]=[CH:28][CH:27]=3)[CH2:22][CH2:21]1)=[O:19])[CH2:12][CH2:11][CH2:10]2>>[Cl:6][C:7]1[CH:8]=[C:9]2[C:14](=[CH:15][CH:16]=1)[N:13]([C@H:17]([CH3:32])[C:18]([N:20]1[CH2:21][CH2:22][N:23]([C:26]3[CH:27]=[CH:28][C:29]([S:2]([Cl:1])(=[O:5])=[O:3])=[CH:30][CH:31]=3)[CH2:24][CH2:25]1)=[O:19])[CH2:12][CH2:11][CH2:10]2. Procedure: To a 0° C. solution of chlorosulfonic acid, was added (R)-2-(6-chloro-3,4-dihydroquinolin-1(2H)-yl)-1-(4-phenylpiperazin-1-yl)propan-1-one over 5 minutes. The resultant solution was heated to 120° C. for 2 hrs. The reaction mixture was cooled and carefully poured into ice-water (750 mL). The solution was extracted with methylene chloride (4×250 mL). The organic layer was dried over magnesium sulfate, filtered, and concentrated. Purification via silica gel chromatography using 40-70% ethyl acetat... Reactants: COc1ccc(O)cc1Br, O=C([O-])[O-], COCCBr, [K+], [K+], CN(C)C=O. The product is COCCOc1ccc(OC)c(Br)c1. Reaction SMILES: [Br:12][c:13]1[cH:14][c:15]([OH:21])[cH:16][cH:17][c:18]1[O:19][CH3:20].[C:6](=[O:7])([O-:8])[O-:9].[CH3:1][O:2][CH2:3][CH2:4][Br:5].[K+:10].[K+:11].[O:22]=[CH:23][N:24]([CH3:25])[CH3:26]>>[CH3:1][O:2][CH2:3][CH2:4][O:21][c:15]1[cH:14][c:13]([Br:12])[c:18]([O:19][CH3:20])[cH:17][cH:16]1. Starting materials: CC(C)(C)OC(=O)NC(Cc1ccc(N)cc1)C(=O)O, CNC, Cl. The product is CN(C)C(=O)C(Cc1ccc(N)cc1)NC(=O)OC(C)(C)C. As a reaction SMILES: [C:5](=[O:6])([O:7][C:8]([CH3:9])([CH3:10])[CH3:11])[NH:12][CH:13]([CH2:14][c:15]1[cH:16][cH:17][c:18]([NH2:21])[cH:19][cH:20]1)[C:22](=[O:23])[OH:24].[CH3:2][NH:3][CH3:4].[ClH:1]>>[CH3:2][N:3]([CH3:4])[C:22]([CH:13]([NH:12][C:5](=[O:6])[O:7][C:8]([CH3:9])([CH3:10])[CH3:11])[CH2:14][c:15]1[cH:16][cH:17][c:18]([NH2:21])[cH:19][cH:20]1)=[O:24]. Starting materials: CCC[C@@H](C1=CC=CC=C1)NC(=O)/C(=C/C2=NC(=CC=C2)Br)/C#N (WP1130), SC[C@@H](O)[C@H](O)CS (dithiothreitol). The solvent is C(C)#N (acetonitrile), C(C)#N (acetonitrile), C(C)(=O)OCC (ethyl acetate), CCOC(=O)C (EtOAc). Product: BrC1=CC=CC(=N1)C(C(C(=O)NC(CCC)C1=CC=CC=C1)C#N)SCC(C(CS)O)O (3-(6-Bromo-pyridin-2-yl)-2-cyano-3-(2,3-dihydroxy-4-mercapto-butylsulfanyl)-N-(1-phenyl-butyl)-propionamide). Yield: 28.6%. Reaction SMILES: [CH3:1][CH2:2][CH2:3][C@H:4]([NH:11][C:12](/[C:14](/[C:23]#[N:24])=[CH:15]/[C:16]1[CH:21]=[CH:20][CH:19]=[C:18]([Br:22])[N:17]=1)=[O:13])[C:5]1[CH:10]=[CH:9][CH:8]=[CH:7][CH:6]=1.[SH:25][CH2:26][C@H:27]([C@@H:29]([CH2:31][SH:32])[OH:30])[OH:28]>C(#N)C.C(OCC)(=O)C>[Br:22][C:18]1[N:17]=[C:16]([CH:15]([S:25][CH2:26][CH:27]([OH:28])[CH:29]([OH:30])[CH2:31][SH:32])[CH:14]([C:23]#[N:24])[C:12]([NH:11][CH:4]([C:5]2[CH:10]=[CH:9][CH:8]=[CH:7][CH:6]=2)[CH2:3][CH2:2][CH3:1])=[O:13])[CH:21]=[CH:20][CH:19]=1. Procedure: A solution of WP1130 (18; 0.05 g, 0.13 mmol) in acetonitrile (6 mL) was added to a stirred solution of dithiothreitol (2 g, 13 mmol) in acetonitrile (13 mL) at room temp. After 20 hours TLC [Hxa/EtOAc 1:1] showed a single product and no starting material. The mixture was filtered through a short column of silica gel in acetonitrile, and the filtrate stripped of solvent under reduced pressure. A colorless syrup was obtained. The syrup was dissolved in ethyl acetate and flash chromatographed on a ... The reactants are CCOC(=O)COc1ccc(Sc2cc(C#CCN3CCOCC3)cc(Oc3ccc(C(F)(F)F)cn3)c2)cc1C, CCO, Cl, [Na+], [OH-]. Product: Cc1cc(Sc2cc(C#CCN3CCOCC3)cc(Oc3ccc(C(F)(F)F)cn3)c2)ccc1OCC(=O)O. As a reaction SMILES: [CH2:1]([CH3:2])[O:3][C:4]([CH2:5][O:6][c:7]1[c:8]([CH3:40])[cH:9][c:10]([S:13][c:14]2[cH:15][c:16]([C:31]#[C:32][CH2:33][N:34]3[CH2:35][CH2:36][O:37][CH2:38][CH2:39]3)[cH:17][c:18]([O:20][c:21]3[n:22][cH:23][c:24]([C:27]([F:28])([F:29])[F:30])[cH:25][cH:26]3)[cH:19]2)[cH:11][cH:12]1)=[O:41].[CH3:45][CH2:46][OH:47].[ClH:44].[Na+:43].[OH-:42]>>[O:3]=[C:4]([CH2:5][O:6][c:7]1[c:8]([CH3:40])[cH:9][c:10]([S:13][c:14]2[cH:15][c:16]([C:31]#[C:32][CH2:33][N:34]3[CH2:35][CH2:36][O:37][CH2:38][CH2:39]3)[cH:17][c:18]([O:20][c:21]3[n:22][cH:23][c:24]([C:27]([F:28])([F:29])[F:30])[cH:25][cH:26]3)[cH:19]2)[cH:11][cH:12]1)[OH:41]. Reactants: C1CCOC1, Cl, CCOC(=O)Cc1ccc(NC(=O)Nc2ccccc2C(F)(F)F)cc1, [Na+], [OH-]. Yields the product O=C(O)Cc1ccc(NC(=O)Nc2ccccc2C(F)(F)F)cc1. Reaction SMILES: [CH2:30]1[O:31][CH2:32][CH2:33][CH2:34]1.[ClH:29].[F:1][C:2]([c:3]1[c:4]([NH:9][C:10]([NH:11][c:12]2[cH:13][cH:14][c:15]([CH2:18][C:19](=[O:20])[O:21][CH2:22][CH3:23])[cH:16][cH:17]2)=[O:24])[cH:5][cH:6][cH:7][cH:8]1)([F:25])[F:26].[Na+:28].[OH-:27]>>[F:1][C:2]([c:3]1[c:4]([NH:9][C:10]([NH:11][c:12]2[cH:13][cH:14][c:15]([CH2:18][C:19](=[O:20])[OH:21])[cH:16][cH:17]2)=[O:24])[cH:5][cH:6][cH:7][cH:8]1)([F:25])[F:26].